This data is from the Open Reaction Database (ORD), a public repository of structured organic reaction records. The task is: describe an organic reaction: reactants, conditions, products, and yield The reactants are C1CCOC1, CC#N, O=Cc1ccc2ccccc2c1. The product is N#CCC(O)c1ccc2ccccc2c1. Reaction SMILES: [CH2:16]1[O:17][CH2:18][CH2:19][CH2:20]1.[CH3:1][C:2]#[N:3].[CH:4](=[O:5])[c:6]1[cH:7][cH:8][c:9]2[cH:10][cH:11][cH:12][cH:13][c:14]2[cH:15]1>>[CH2:1]([C:2]#[N:3])[CH:4]([OH:5])[c:6]1[cH:7][cH:8][c:9]2[cH:10][cH:11][cH:12][cH:13][c:14]2[cH:15]1. Reactants: CCCCCCCCCCCCCCCCCCOc1ccc(C(=O)OC)c(OCCCOc2ccc(OCc3ccccc3)cc2)c1, [Na+], [OH-]. Product: CCCCCCCCCCCCCCCCCCOc1ccc(C(=O)O)c(OCCCOc2ccc(OCc3ccccc3)cc2)c1. RXN SMILES: [CH3:3][O:4][C:5]([c:6]1[c:7]([O:31][CH2:32][CH2:33][CH2:34][O:35][c:36]2[cH:37][cH:38][c:39]([O:42][CH2:43][c:44]3[cH:45][cH:46][cH:47][cH:48][cH:49]3)[cH:40][cH:41]2)[cH:8][c:9]([O:12][CH2:13][CH2:14][CH2:15][CH2:16][CH2:17][CH2:18][CH2:19][CH2:20][CH2:21][CH2:22][CH2:23][CH2:24][CH2:25][CH2:26][CH2:27][CH2:28][CH2:29][CH3:30])[cH:10][cH:11]1)=[O:50].[Na+:2].[OH-:1]>>[O:4]=[C:5]([c:6]1[c:7]([O:31][CH2:32][CH2:33][CH2:34][O:35][c:36]2[cH:37][cH:38][c:39]([O:42][CH2:43][c:44]3[cH:45][cH:46][cH:47][cH:48][cH:49]3)[cH:40][cH:41]2)[cH:8][c:9]([O:12][CH2:13][CH2:14][CH2:15][CH2:16][CH2:17][CH2:18][CH2:19][CH2:20][CH2:21][CH2:22][CH2:23][CH2:24][CH2:25][CH2:26][CH2:27][CH2:28][CH2:29][CH3:30])[cH:10][cH:11]1)[OH:50]. Starting materials: CN1N=CC(=C1)C=1C=CC=2N(N1)C(=CN2)C(=C)C=2C=C1C=CC=NC1=CC2 (6-{1-[6-(1-Methyl-1H-pyrazol-4-yl)-imidazo[1,2-b]pyridazin-3-yl]-vinyl}-quinoline). Solvent: C(C)O (ethanol). Run at time 10 hour. Reported procedure: 6-{1-[6-(1-Methyl-1H-pyrazol-4-yl)-imidazo[1,2-b]pyridazin-3-yl]-vinyl}-quinoline (Example 155, 2.2 g, 6.24 mmol) was dissolved in ethanol (300 mL) and hydrogenated under H2 atm. at rt in presence of Pd/5% C. After 10 h, the RM was filtered over Celite and the filtrate evaporated under vacuo. The residue was dried over night under vacuo and eluted on a silica gel column with EtOAc/MeOH=9:1 then 85:15 to afford, after evaporation of the solvent, the title compound as a yellow foam (tR 3.21 min (c... As a reaction SMILES: [CH3:1][N:2]1[CH:6]=[C:5]([C:7]2[CH:8]=[CH:9][C:10]3[N:11]([C:13]([C:16]([C:18]4[CH:19]=[C:20]5[C:25](=[CH:26][CH:27]=4)[N:24]=[CH:23][CH:22]=[CH:21]5)=[CH2:17])=[CH:14][N:15]=3)[N:12]=2)[CH:4]=[N:3]1>C(O)C.[Pd]>[CH3:1][N:2]1[CH:6]=[C:5]([C:7]2[CH:8]=[CH:9][C:10]3[N:11]([C:13]([CH:16]([C:18]4[CH:19]=[C:20]5[C:25](=[CH:26][CH:27]=4)[N:24]=[CH:23][CH:22]=[CH:21]5)[CH3:17])=[CH:14][N:15]=3)[N:12]=2)[CH:4]=[N:3]1. The reagents and catalysts are [Pd] (Pd). Product: CN1N=CC(=C1)C=1C=CC=2N(N1)C(=CN2)C(C)C=2C=C1C=CC=NC1=CC2 ((rac)-6-{1-[6-(1-Methyl-1H-pyrazol-4-yl)-imidazo[1,2-b]pyridazin-3-yl]-ethyl}-quinoline). Starting materials: C(#N)CC(=O)O (Cyanoacetic acid), C1(CCCCC1)CNC(=O)NCC1CCCCC1 (1,3-bis(cyclohexylmethyl)urea). The solvent is C(C)(=O)OC(C)=O (acetic anhydride). Run at temperature 80 celsius. Product: NC1=CC(N(C(N1CC1CCCCC1)=O)CC1CCCCC1)=O (6-amino-1,3-bis(cyclohexylmethyl)uracil). Yield: 94.2%. Reaction SMILES: [C:1]([CH2:3][C:4](O)=[O:5])#[N:2].[CH:7]1([CH2:13][NH:14][C:15]([NH:17][CH2:18][CH:19]2[CH2:24][CH2:23][CH2:22][CH2:21][CH2:20]2)=[O:16])[CH2:12][CH2:11][CH2:10][CH2:9][CH2:8]1>C(OC(=O)C)(=O)C>[NH2:2][C:1]1[N:14]([CH2:13][CH:7]2[CH2:8][CH2:9][CH2:10][CH2:11][CH2:12]2)[C:15](=[O:16])[N:17]([CH2:18][CH:19]2[CH2:24][CH2:23][CH2:22][CH2:21][CH2:20]2)[C:4](=[O:5])[CH:3]=1. Procedure details: Cyanoacetic acid (Aldrich, 21.0 g) was dissolved in acetic anhydride (260 ml). This solution was added to 1,3-bis(cyclohexylmethyl)urea (from step (a), 54.5 g) and the solution maintained at 80° C. for 2 h under nitrogen. Volatiles were removed in vacuo and the residual oil dried by evaporation of portions of 10% water-ethanol (3×400 ml). The residual solids were dissolved in ethanol (600 ml)-water(300 ml) at 80° C. with adjustment of the pH to 10 by addition of 10% aqueous sodium carbonate. The... The reactants are Cl, Cl, Cl, CSC(=C[N+](=O)[O-])SC, NCCS, NCCSCc1c[nH]c(N)n1, Nc1nc(CO)c[nH]1. The product is CSC(=C[N+](=O)[O-])NCCSCc1c[nH]c(N)n1. As a reaction SMILES: [ClH:10].[ClH:11].[ClH:1].[N+:27](=[O:28])([O-:29])[CH:30]=[C:31]([S:32][CH3:33])[S:34][CH3:35].[NH2:12][CH2:13][CH2:14][SH:15].[NH2:16][c:17]1[nH:18][cH:19][c:20]([CH2:22][S:23][CH2:24][CH2:25][NH2:26])[n:21]1.[NH2:2][c:3]1[nH:4][cH:5][c:6]([CH2:7][OH:8])[n:9]1>>[NH2:16][c:17]1[nH:18][cH:19][c:20]([CH2:22][S:23][CH2:24][CH2:25][NH:26][C:31](=[CH:30][N+:27](=[O:28])[O-:29])[S:32][CH3:33])[n:21]1.